The task is: describe an organic reaction: reactants, conditions, products, and yield. This data is from the Open Reaction Database (ORD), a public repository of structured organic reaction records. Reactants: N(=O)[O-].[Na+] (sodium nitrite), [OH-].[Na+] (sodium hydroxide), [I-].[K+] (potassium iodide), NC=1C=CC(=NC1)C1=CC(OC2=C1C=C(C=C2)C#N)(C)C (4-(5-amino-2-pyridyl)-2,2-dimethyl-2H-1-benzopyran-6-carbonitrile). Run in O (water), O (water), C(C)(=O)O (acetic acid), O (water). Conditions: time 1 hour. Product: IC=1C=CC(=NC1)C1=CC(OC2=C1C=C(C=C2)C#N)(C)C (4-(5-iodo-2-pyridyl)-2,2-dimethyl-2H-1-benzopyran-6-carbonitrile). The yield is 35.9%. Reaction SMILES: N[C:2]1[CH:3]=[CH:4][C:5]([C:8]2[C:13]3[CH:14]=[C:15]([C:18]#[N:19])[CH:16]=[CH:17][C:12]=3[O:11][C:10]([CH3:21])([CH3:20])[CH:9]=2)=[N:6][CH:7]=1.N([O-])=O.[Na+].[I-:26].[K+].[OH-].[Na+]>C(O)(=O)C.O>[I:26][C:2]1[CH:3]=[CH:4][C:5]([C:8]2[C:13]3[CH:14]=[C:15]([C:18]#[N:19])[CH:16]=[CH:17][C:12]=3[O:11][C:10]([CH3:21])([CH3:20])[CH:9]=2)=[N:6][CH:7]=1 |f:1.2,3.4,5.6|. Reported procedure: 9.5 g of 4-(5-amino-2-pyridyl)-2,2-dimethyl-2H-1-benzopyran-6-carbonitrile were dissolved in 150 ml of acetic acid and 100 ml of water. 3.16 g of sodium nitrite in 10 ml of water were added at such a rate as to keep the temperature below 5° C. After 15 minutes 23 g of potassium iodide in 20 ml of water were added and the mixture was stirred at room temperature for 1 hour. The mixture was then poured into 1 l of 2M sodium hydroxide solution and extracted with ethyl acetate. The organic extract wa... Starting materials: [Al+3], CO, O=C(O)c1ccc(Cl)nc1Cl, [H-], [H-], [H-], [H-], [Li+], N, C1CCOC1. Product: OCc1ccc(Cl)nc1Cl. RXN SMILES: [Al+3:2].[CH3:19][OH:20].[Cl:7][c:8]1[c:9]([C:10](=[O:11])[OH:12])[cH:13][cH:14][c:15]([Cl:17])[n:16]1.[H-:1].[H-:4].[H-:5].[H-:6].[Li+:3].[NH3:18].[O:21]1[CH2:22][CH2:23][CH2:24][CH2:25]1>>[Cl:7][c:8]1[c:9]([CH2:10][OH:11])[cH:13][cH:14][c:15]([Cl:17])[n:16]1. Reactants: CC1(C2CCC(C1C2)CCN2CCC(CC2)(C#N)NC2=CC(=CC=C2)F)C (1-[2-(6,6-Dimethyl-bicyclo[3.1.1]hept-2-yl)-ethyl]-4-(3-fluoro-phenylamino)-piperidine-4-carbonitrile), C(C)(=O)OC(C)=O (acetic anhydride), [OH-].[Na+] (NaOH), ice water. Run in C(=O)O (formic acid). Run at time 1 day. The product is CC1(C2CCC(C1C2)CCN2CCC(CC2)(C(=O)N)NC2=CC(=CC=C2)F)C (1-[2-(6,6-Dimethyl-bicyclo[3.1.1]hept-2-yl)-ethyl]-4-(3-fluoro-phenylamino)-piperidine-4-carboxylic Acid Amide). Yield: 98.0%. Reaction SMILES: [CH3:1][C:2]1([CH3:27])[CH:7]2[CH2:8][CH:3]1[CH2:4][CH2:5][CH:6]2[CH2:9][CH2:10][N:11]1[CH2:16][CH2:15][C:14]([NH:19][C:20]2[CH:25]=[CH:24][CH:23]=[C:22]([F:26])[CH:21]=2)([C:17]#[N:18])[CH2:13][CH2:12]1.C(OC(=O)C)(=[O:30])C.[OH-].[Na+]>C(O)=O>[CH3:1][C:2]1([CH3:27])[CH:7]2[CH2:8][CH:3]1[CH2:4][CH2:5][CH:6]2[CH2:9][CH2:10][N:11]1[CH2:16][CH2:15][C:14]([NH:19][C:20]2[CH:25]=[CH:24][CH:23]=[C:22]([F:26])[CH:21]=2)([C:17]([NH2:18])=[O:30])[CH2:13][CH2:12]1 |f:2.3|. Procedure: A mixture of 28.7 g (78 mmol) (28a), 135 ml of formic acid and 135 ml of acetic anhydride was stirred at room temperature for 1 day. The reaction was monitored by 1H-NMR and MS. After completed reaction the reaction mixture was poured into ice-water (800 ml). The pH was adjusted to 10 by the addition of 33% NaOH (aq). The aqueous layer was extracted with DCM (3×1 l). The combined organic layers were dried over Na2SO4 and concentrated in vacuo. The residue was dissolved in 550 ml tert.-butylalcoh... Reactants: ClCC(=O)OC\C=C(\CCC=C(C)C)/C ((E)-3,7-dimethylocta-2,6-dienyl 2-chloroacetate), CN1C=NC=C1 (N-methylimidazole). Run in C(C)OCC (diethylether). Conditions: temperature 40 celsius, time 24 hour. Yields the product [Cl-].C\C(=C/COC(CN1C=[N+](C=C1)C)=O)\CCC=C(C)C ((E)-1-(2-(3,7-dimethylocta-2,6-dienyloxy)-2-oxoethyl)-3-methyl-1H-imidazol-3-ium Chloride). The yield is 67.0%. Reaction SMILES: [Cl:1][CH2:2][C:3]([O:5][CH2:6]/[CH:7]=[C:8](\[CH3:15])/[CH2:9][CH2:10][CH:11]=[C:12]([CH3:14])[CH3:13])=[O:4].[CH3:16][N:17]1[CH:21]=[CH:20][N:19]=[CH:18]1>C(OCC)C>[Cl-:1].[CH3:15]/[C:8](/[CH2:9][CH2:10][CH:11]=[C:12]([CH3:14])[CH3:13])=[CH:7]\[CH2:6][O:5][C:3](=[O:4])[CH2:2][N:19]1[CH:20]=[CH:21][N+:17]([CH3:16])=[CH:18]1 |f:3.4|. Procedure details: Geraniol ester [2] (2.307 g, 10 mmol) and N-methylimidazole (0.821 g, 10 mmol) were mixed in and stirred in a sealed vessel at 40° C. for 24 hrs. A light-brown solid was formed and suspended in anhydrous diethylether. The solid precipitate was filtered, washed with diethylether and dried under reduced pressure (0.01 mbar) to give imidazolium chloride [3] in 67% yield as light-yellow hygroscopic solid. The product was pure according to 1H NMR and directly subjected to the next step without furthe...